This data is from the Open Reaction Database (ORD), a public repository of structured organic reaction records. The task is: describe an organic reaction: reactants, conditions, products, and yield The reactants are CC(C)O, COc1cccc2cnc(Cl)nc12, NC(=O)c1cccc(N)c1. Product: Cl, COc1cccc2cnc(Nc3cccc(C(N)=O)c3)nc12. As a reaction SMILES: [CH3:24][CH:25]([OH:26])[CH3:27].[Cl:1][c:2]1[n:3][c:4]2[c:5]([O:12][CH3:13])[cH:6][cH:7][cH:8][c:9]2[cH:10][n:11]1.[NH2:14][c:15]1[cH:16][c:17]([C:18](=[O:19])[NH2:20])[cH:21][cH:22][cH:23]1>>[ClH:1].[c:2]1([NH:14][c:15]2[cH:16][c:17]([C:18](=[O:19])[NH2:20])[cH:21][cH:22][cH:23]2)[n:3][c:4]2[c:5]([O:12][CH3:13])[cH:6][cH:7][cH:8][c:9]2[cH:10][n:11]1. Reactants: C[O-].[Na+] (sodium methoxide), BrC1=C(C=C(C=C1C)SC(N(C)C)=O)C (Dimethyl-thiocarbamic acid S-(4-bromo-3,5-dimethyl-phenyl)ester), Cl (HCl). Run in C(C)(=O)OCC (ethyl acetate), CO (methanol). Product: BrC1=C(C=C(C=C1C)S)C (4-Bromo-3,5-dimethyl-benzenethiol). RXN SMILES: [Br:1][C:2]1[C:7]([CH3:8])=[CH:6][C:5]([S:9]C(=O)N(C)C)=[CH:4][C:3]=1[CH3:15].C[O-].[Na+].Cl>CO.C(OCC)(=O)C>[Br:1][C:2]1[C:7]([CH3:8])=[CH:6][C:5]([SH:9])=[CH:4][C:3]=1[CH3:15] |f:1.2|. Procedure: Dimethyl-thiocarbamic acid S-(4-bromo-3,5-dimethyl-phenyl)ester (5.78 g, 20.14 mmol) was diluted with methanol (50 mL) and to this was added sodium methoxide (4.75 mL of 4.25M in methanol, 20.14 mmol). The reaction was heated to reflux under nitrogen and monitored by TLC. After complete conversion, 20 h., the reaction was allowed to cool to room temperature. The reaction was neutralized with 1N HCl (7.5 mL) and diluted with ethyl acetate (150 mL). The two phases were separated and the organic la... Reactants: BrC1=CN=C(S1)N (5-bromo-thiazol-2-ylamine), COC1=CC=C(C=C1)S (4-methoxy-benzenethiol), C(=O)([O-])[O-].[K+].[K+] (K2CO3). The solvent is CN(C)C=O (DMF). Conditions: time 16 hour. Yields the product COC1=CC=C(C=C1)SC1=CN=C(S1)N (5-(4-methoxy-phenylsulfanyl)-thiazol-2-ylamine). The yield is 73.0%. As a reaction SMILES: Br[C:2]1[S:6][C:5]([NH2:7])=[N:4][CH:3]=1.[CH3:8][O:9][C:10]1[CH:15]=[CH:14][C:13]([SH:16])=[CH:12][CH:11]=1.C([O-])([O-])=O.[K+].[K+]>CN(C=O)C>[CH3:8][O:9][C:10]1[CH:15]=[CH:14][C:13]([S:16][C:2]2[S:6][C:5]([NH2:7])=[N:4][CH:3]=2)=[CH:12][CH:11]=1 |f:2.3.4|. Reported procedure: A solution of 5-bromo-thiazol-2-ylamine (70a, 10.0 g, 38.5 mmol), 4-methoxy-benzenethiol (4.70 ml, 38.5 mmol) and K2CO3 (21.0 g, 151 mmol) in DMF (100 mL) was heated at 80° C. for 1.0 hour and stirred further 16 hours at room temperature. The reaction mixture was quenched with water and extracted with ethyl acetate. The organic layer was washed with brine, dried over MgSO4(s), and concentrated under reduced pressure to give 5-(4-methoxy-phenylsulfanyl)-thiazol-2-ylamine (70b, 6.70 g). Starting materials: [H-].[Al+3].[Li+].[H-].[H-].[H-] (lithium aluminum hydride), COC1=C(C=C(C2=CC=CC=C12)OC)C(=O)OC (Methyl 1,4-dimethoxy-2-naphthoate). Solvent: C1CCOC1 (THF), C1CCOC1 (THF). Run at time 8 hour. The product is COC1=C(C=C(C2=CC=CC=C12)OC)CO (1,4-dimethoxy-2-hydroxymethylnaphthalene). The yield is 97.1%. RXN SMILES: [H-].[Al+3].[Li+].[H-].[H-].[H-].[CH3:7][O:8][C:9]1[C:18]2[C:13](=[CH:14][CH:15]=[CH:16][CH:17]=2)[C:12]([O:19][CH3:20])=[CH:11][C:10]=1[C:21](OC)=[O:22]>C1COCC1>[CH3:7][O:8][C:9]1[C:18]2[C:13](=[CH:14][CH:15]=[CH:16][CH:17]=2)[C:12]([O:19][CH3:20])=[CH:11][C:10]=1[CH2:21][OH:22] |f:0.1.2.3.4.5|. Reported procedure: According to the procedure by Flader et al.,22 lithium aluminum hydride (0.855 g, 21.4 mmol) was added to a flame-dried 250 mL round bottom flask under argon to which dry THF (150.0 mL) was added at room temperature. Ester 25 (5.05 g, 20.5 mmol) was then dissolved in THF (50.0 mL) and added slowly at room temperature under argon, and the reaction was stirred at room temperature for 8 hours. The reaction was then quenched by adding H2O (1.0 mL) dropwise at 0° C., followed by 2 M NaOH (2.0 mL), an... The reactants are O1C(CCCC1)ON (O-(tetrahydro-2H-pyran-2-yl)hydroxylamine), C=1C=CC2=C(C1)N=NN2O (HOBt), C(=O)(O)[O-].[Na+] (NaHCO3), FC1=C(C=C(C=C1)[C@@H](CCC(=O)O)OC)C ((R)-4-(4-fluoro-3-methylphenyl)-4-methoxybutanoic acid), CCN=C=NCCCN(C)C.Cl (EDC.HCl). The solvent is C(Cl)Cl (CH2Cl2). Conditions: temperature 25 celsius, time 3 hour. Product: FC1=C(C=C(C=C1)[C@@H](CCC(=O)NOC1OCCCC1)OC)C ((4R)-4-(4-fluoro-3-methylphenyl)-4-methoxy-N-(tetrahydro-2H-pyran-2-yloxy)butanamide). Reaction SMILES: [O:1]1[CH2:6][CH2:5][CH2:4][CH2:3][CH:2]1[O:7][NH2:8].C1C=CC2N(O)N=NC=2C=1.C([O-])(O)=O.[Na+].[F:24][C:25]1[CH:30]=[CH:29][C:28]([C@H:31]([O:37][CH3:38])[CH2:32][CH2:33][C:34](O)=[O:35])=[CH:27][C:26]=1[CH3:39].CCN=C=NCCCN(C)C.Cl>C(Cl)Cl>[F:24][C:25]1[CH:30]=[CH:29][C:28]([C@H:31]([O:37][CH3:38])[CH2:32][CH2:33][C:34]([NH:8][O:7][CH:2]2[CH2:3][CH2:4][CH2:5][CH2:6][O:1]2)=[O:35])=[CH:27][C:26]=1[CH3:39] |f:2.3,5.6|. Procedure details: To a mixture of O-(tetrahydro-2H-pyran-2-yl)hydroxylamine (175 mg, 1.5 mmol), HOBt (810 mg, 6.0 mmol), NaHCO3 (1.0 g, 11.9 mmol) and the crude (R)-4-(4-fluoro-3-methylphenyl)-4-methoxybutanoic acid in 60 mL CH2Cl2 was added EDC.HCl (958 mg, 5.0 mmol). The mixture was stirred for 3 h at 25° C. The solvent was removed under reduced pressure and the product isolated by flash column chromatography, eluting with 10% to 60% Ethyl acetate/Hexane gradient solvent to give 208 mg of the title compound. The reactants are CCO, CC1(C)OCC(C2C=Cc3cc(F)ccc3O2)O1, [NH4+]. Yields the product CC1(C)OCC(C2CCc3cc(F)ccc3O2)O1. RXN SMILES: [CH3:20][CH2:21][OH:22].[F:1][c:2]1[cH:3][c:4]2[c:9]([cH:10][cH:11]1)[O:8][CH:7]([CH:12]1[O:13][C:14]([CH3:17])([CH3:18])[O:15][CH2:16]1)[CH:6]=[CH:5]2.[NH4+:19]>>[F:1][c:2]1[cH:3][c:4]2[c:9]([cH:10][cH:11]1)[O:8][CH:7]([CH:12]1[O:13][C:14]([CH3:17])([CH3:18])[O:15][CH2:16]1)[CH2:6][CH2:5]2. Reactants: C(C1=CC=CC=C1)C1CCN(CC1)CCOC1=CC(=C(C=C1)N)N (4-benzyl-1-[(3,4-diaminophenoxy)ethyl]piperidine), solution, N#CBr (cyanogen bromide). The solvent is CO (MeOH), C(C)#N (acetonitrile). Run at time 24 hour. The product is C(C1=CC=CC=C1)C1CCN(CC1)CCOC1=CC=2C(=NC(N2)=N)C=C1 (4-Benzyl-1-(2-(2-iminobenzimidazol-5-oxy)ethyl)piperidine). Yield: 80.0%. Reaction SMILES: [CH2:1]([CH:8]1[CH2:13][CH2:12][N:11]([CH2:14][CH2:15][O:16][C:17]2[CH:22]=[CH:21][C:20]([NH2:23])=[C:19]([NH2:24])[CH:18]=2)[CH2:10][CH2:9]1)[C:2]1[CH:7]=[CH:6][CH:5]=[CH:4][CH:3]=1.[N:25]#[C:26]Br>CO.C(#N)C>[CH2:1]([CH:8]1[CH2:13][CH2:12][N:11]([CH2:14][CH2:15][O:16][C:17]2[CH:22]=[CH:21][C:20]3=[N:23][C:26](=[NH:25])[N:24]=[C:19]3[CH:18]=2)[CH2:10][CH2:9]1)[C:2]1[CH:7]=[CH:6][CH:5]=[CH:4][CH:3]=1. Procedure details: To a solution of 4-benzyl-1-[(3,4-diaminophenoxy)ethyl]piperidine (202 mg, 0.62 mmol) in MeOH (1.5 mL) was added 130 μL of 5.0 M solution of cyanogen bromide in acetonitrile. The resulting mixture was stirred at r.t. under N2 for 24 h, then evaporated, and the residue was purified by chromatography over silica gel (CHCl3 --MeOH, 4:1) to give 174 mg (80%) of the title compound as a viscous oil. 1H NMR (CDCl3): 1.35-1.46 (m, 2H), 1.50-1.67 (m, 3H), 2.04-2.12 (m, 2H), 2.539 (d, 2H, J=7), 2.773 (t, ...